From a dataset of the Open Reaction Database (ORD), a public repository of structured organic reaction records. describe an organic reaction: reactants, conditions, products, and yield Starting materials: C1=CC(=CC=C1O)Br (p-bromophenol), CN(C=O)C (dimethylformamide), N1C=NC=C1 (imidazole), CC(C)(C)[Si](Cl)(C1=CC=CC=C1)C1=CC=CC=C1 (1,1-dimethyl-ethyl-diphenylchlorosilane). Solvent: O (water). The product is BrC1=CC=C(C=C1)O[Si](C1=CC=CC=C1)(C1=CC=CC=C1)C(C)(C)C (1-bromo-4-[[(1,1-dimethylethyl)-diphenylsilyl]-oxy]-benzene). Yield: 95.1%. Reaction SMILES: [CH:1]1[C:6]([OH:7])=[CH:5][CH:4]=[C:3]([Br:8])[CH:2]=1.CN(C)C=O.N1C=CN=C1.[CH3:19][C:20]([Si:23]([C:31]1[CH:36]=[CH:35][CH:34]=[CH:33][CH:32]=1)([C:25]1[CH:30]=[CH:29][CH:28]=[CH:27][CH:26]=1)Cl)([CH3:22])[CH3:21]>O>[Br:8][C:3]1[CH:4]=[CH:5][C:6]([O:7][Si:23]([C:20]([CH3:22])([CH3:21])[CH3:19])([C:31]2[CH:32]=[CH:33][CH:34]=[CH:35][CH:36]=2)[C:25]2[CH:30]=[CH:29][CH:28]=[CH:27][CH:26]=2)=[CH:1][CH:2]=1. Procedure: 80.89 g of p-bromophenol, 400 ml of dimethylformamide, 31.18 g of imidazole and 125.89 g of 1,1-dimethyl-ethyl-diphenylchlorosilane were stirred for 2 hours at ambient temperature and the reaction medium was poured into 2 liters of water. Extraction was carried out with ethyl acetate, followed by decanting, drying and evaporating under reduced pressure. After crystallization from pentane, separation was carried out, followed by drying to obtain 179.24 g of the expected product with a Rf=0.53 (th... Starting materials: [N+](=O)([O-])C1=CC=2C=3C(=CNC2C=C1)C(N(N3)C3=CC=CC=C3)=O (8-Nitro-2-phenyl-2,5-dihydro-pyrazolo-[4,3-c]quinolin-3-one), ClC1=CC=C(C=C1)NN (4-chlorophenylhydrazine). Product: ClC1=CC=C(C=C1)N1N=C2C(=CNC=3C=CC(=CC23)[N+](=O)[O-])C1=O (2-(4′-Chlorophenyl)-8-nitro-2,5-dihydro-pyrazolo-[4,3-c]quinolin-3-one). Reaction SMILES: [N+:1]([C:4]1[CH:13]=[CH:12][C:11]2[NH:10][CH:9]=[C:8]3[C:14](=[O:23])[N:15]([C:17]4[CH:22]=[CH:21][CH:20]=[CH:19][CH:18]=4)[N:16]=[C:7]3[C:6]=2[CH:5]=1)([O-:3])=[O:2].[Cl:24]C1C=CC(NN)=CC=1>>[Cl:24][C:20]1[CH:21]=[CH:22][C:17]([N:15]2[C:14](=[O:23])[C:8]3=[CH:9][NH:10][C:11]4[CH:12]=[CH:13][C:4]([N+:1]([O-:3])=[O:2])=[CH:5][C:6]=4[C:7]3=[N:16]2)=[CH:18][CH:19]=1. Reported procedure: The title compound was prepared following the procedure described for 5a using 4-chlorophenylhydrazine instead of phenylhydrazine. 1H-NMR (DMSO-d6) δ (ppm): 7.50 (2H, d, J=8.91 Hz), 7.90 (1H, d, J=8.91 Hz), 8.29 (2H, d, J=8.91 Hz), 8.48 (1H, dd, J=8.91, 2.38 Hz), 8.88 (1H, s), 8.91 (1H, d, J=2.67 Hz). m/z 341.8 (MH+).